describe an organic reaction: reactants, conditions, products, and yield From a dataset of the Open Reaction Database (ORD), a public repository of structured organic reaction records. Reactants: 2-acetaminophthalene-6-sulfonic acid, OC1=C(C2=CC=CC=C2C=C1)S(=O)(=O)O (2-hydroxynaphthalenesulfonic acid), N (ammonia), S(=O)(O)[O-].[NH4+] (ammonium hydrogensulfite), NC1=CC2=CC=C(C=C2C=C1)S(=O)(=O)O (2-aminonaphthalene-6-sulfonic acid), NC1=CC2=CC=C(C=C2C=C1)S(=O)(=O)O (2-aminonaphthalene-6-sulfonic acid), OC1=CC2=CC=CC=C2C=C1 (2-hydroxynaphthalene), S(O)(O)(=O)=O (sulfuric acid). Product: N(C(=O)C)C1=CC=CC2=CC(=CC=C12)S(=O)(=O)O (acetaminonaphthalene-6-sulfonic acid). As a reaction SMILES: [OH:1][C:2]1[CH:11]=CC2C(=CC=CC=2)C=1.S(=O)(=O)(O)O.OC1C=CC2C(=CC=CC=2)C=1S(O)(=O)=O.[NH3:32].S([O-])(O)=O.[NH4+].N[C:39]1[CH:48]=[CH:47][C:46]2[C:41](=[CH:42][CH:43]=[C:44]([S:49]([OH:52])(=[O:51])=[O:50])[CH:45]=2)[CH:40]=1>>[NH:32]([C:40]1[C:41]2[C:46](=[CH:45][C:44]([S:49]([OH:52])(=[O:51])=[O:50])=[CH:43][CH:42]=2)[CH:47]=[CH:48][CH:39]=1)[C:2]([CH3:11])=[O:1] |f:4.5|. Reported procedure: In a single-vessel process for preparing 2-acetaminophthalene-6-sulfonic acid of high purity by sulfonating 2-hydroxynaphthalene with concentrated sulfuric acid, converting the 2-hydroxynaphthalenesulfonic acid formed thereby with ammonia in the presence of ammonium hydrogensulfite into 2-aminonaphthalene-6-sulfonic acid (Bucherer reaction and N-acetylating the said 2-aminonaphthalene-6-sulfonic acid to give 2 acetaminonaphthalene-6-sulfonic acid, the improvement which comprises: Reactants: LiOH monohydrate, COC([C@@H](NC(C1=C(C=C(C=C1)NC(=O)C1CCC(N1)=O)C1=CC=CC=C1)=O)CCSC)=O ([4-(2-pyrrolidinone-5-ylcarbonylamino)-2-phenylbenzoyl]methionine methyl ester). The solvent is O (H2O), C1CCOC1 (THF). Conditions: temperature 25 celsius, time 1 hour. Yields the product N1C(CCC1C(=O)NC1=CC(=C(C(=O)N[C@@H](CCSC)C(=O)O)C=C1)C1=CC=CC=C1)=O ([4-(2-pyrrolidinone-5-ylcarbonylamino)-2-phenylbenzoyl]methionine). Yield: 91.0%. RXN SMILES: C[O:2][C:3](=[O:33])[C@H:4]([CH2:29][CH2:30][S:31][CH3:32])[NH:5][C:6](=[O:28])[C:7]1[CH:12]=[CH:11][C:10]([NH:13][C:14]([CH:16]2[NH:20][C:19](=[O:21])[CH2:18][CH2:17]2)=[O:15])=[CH:9][C:8]=1[C:22]1[CH:27]=[CH:26][CH:25]=[CH:24][CH:23]=1>O.C1COCC1>[NH:20]1[CH:16]([C:14]([NH:13][C:10]2[CH:11]=[CH:12][C:7]([C:6]([NH:5][C@H:4]([C:3]([OH:33])=[O:2])[CH2:29][CH2:30][S:31][CH3:32])=[O:28])=[C:8]([C:22]3[CH:23]=[CH:24][CH:25]=[CH:26][CH:27]=3)[CH:9]=2)=[O:15])[CH2:17][CH2:18][C:19]1=[O:21]. Procedure details: LiOH monohydrate (29 mg, 0.69 mmol) was dissolved in 1 mL H2O and added to a solution of [4-(2-pyrrolidinone-5-ylcarbonylamino)-2-phenylbenzoyl]methionine methyl ester, prepared as in Example 202A, (108 mg, 0.23 mmol) in 3 mL of THF and the reaction mixture was stirred at 25° C. for 1 hour. The reaction mixture was evaporated and 2 mL of 1N HCl was added to the aqueous residue. The resulting precipitate was filtered and dried under vacuum to give [4-(2-pyrrolidinone-5-ylcarbonylamino)-2-phenylbe... The reactants are ClC=1C(=NOC1NS(=O)(=O)C1=C(SC=C1)C=O)C (N-(4-chloro-3-methyl-1,2-oxazol-5-yl)-2-formylthiophene-3-sulfonamide), B(F)(F)F.CCOCC (boron trifluoride diethyl etherate), C(CCS)S (1,3-propanedithiol), Example 1-3, ClCCl (dichloromethane). The solvent is O (Water). Conditions: time 90 minute. The product is ClC=1C(=NOC1NS(=O)(=O)C1=C(SC=C1)C1SCCCS1)C (N-(4-chloro-3-methyl-1,2-oxazol-5-yl)-2-(1,3-dithian-2-yl)thiophene-3-sulfonamide). As a reaction SMILES: [Cl:1][C:2]1[C:3]([CH3:18])=[N:4][O:5][C:6]=1[NH:7][S:8]([C:11]1[CH:15]=[CH:14][S:13][C:12]=1[CH:16]=O)(=[O:10])=[O:9].ClCCl.B(F)(F)F.CCOCC.[CH2:31]([SH:35])[CH2:32][CH2:33][SH:34]>O>[Cl:1][C:2]1[C:3]([CH3:18])=[N:4][O:5][C:6]=1[NH:7][S:8]([C:11]1[CH:15]=[CH:14][S:13][C:12]=1[CH:16]1[S:35][CH2:31][CH2:32][CH2:33][S:34]1)(=[O:10])=[O:9] |f:2.3|. Procedure: To a mixture of N-(4-chloro-3-methyl-1,2-oxazol-5-yl)-2-formylthiophene-3-sulfonamide described in Production Example 1-3 (4.9 g, 16 mmol) and dichloromethane (100 mL) was successively added boron trifluoride diethyl etherate (8.1 mL, 64 mmol) and 1,3-propanedithiol (1.9 mL, 19 mmol) under ice cooling, followed by stirring at room temperature for 90 minutes. Water was added under ice cooling to the reaction mixture, which was then extracted with dichloromethane. The organic layer was washed with... Reactants: C(CCCCCCC\C=C/CCCCCCCC)O (Oleyl alcohol), Polyethylene glycol 300, [OH-].[Na+] (sodium hydroxide), BrBr (bromine), BrBr (bromine). Run at temperature 15 celsius. The product is C(CCCCCCCC#CCCCCCCCC)O (9-octadecyn-l-ol). Isolated yield 81.1%. As a reaction SMILES: [CH2:1]([OH:19])[CH2:2][CH2:3][CH2:4][CH2:5][CH2:6][CH2:7][CH2:8]/[CH:9]=[CH:10]\[CH2:11][CH2:12][CH2:13][CH2:14][CH2:15][CH2:16][CH2:17][CH3:18].BrBr.[OH-].[Na+]>>[CH2:1]([OH:19])[CH2:2][CH2:3][CH2:4][CH2:5][CH2:6][CH2:7][CH2:8][C:9]#[C:10][CH2:11][CH2:12][CH2:13][CH2:14][CH2:15][CH2:16][CH2:17][CH3:18] |f:2.3|. Procedure: Oleyl alcohol (9.80 g, 36.5 mmoles, Sigma) was placed in a 25 ml 3-neck roundbottom flask equipped with a thermometer, an overhead mechanical stirrer, and a reflux condenser. The contents of the flask were cooled to 15° C. and bromine (5.83 g, 36.5 mmole) was added slowly with stirring at such a rate as to keep the reaction temperature below 30° C. After addition of the bromine, the reaction was stirred at room temperature for 10 minutes. Polyethylene glycol 300 (1.0 g, Fluka) was added followed... Starting materials: ClC1=C(C=C(C=C1)Cl)S(=O)(=O)Cl (2,5-dichlorobenzenesulphonyl chloride), N1=CC=CC=C1 (pyridine), C(=O)(O)[O-].[Na+] (NaHCO3), NC=1C=CC2=C(C=NO2)C1 (5-amino-1,2-benzisoxazole). Run in ClCCl (dichloromethane). Reaction conditions: time 5 minute. Yields the product O1N=CC2=C1C=CC(=C2)NS(=O)(=O)C2=C(C=CC(=C2)Cl)Cl (N-benzo[d]isoxazol-5-yl-2,5-dichloro-benzenesulfonamide). The yield is 68.0%. RXN SMILES: [Cl:1][C:2]1[CH:7]=[CH:6][C:5]([Cl:8])=[CH:4][C:3]=1[S:9](Cl)(=[O:11])=[O:10].N1C=CC=CC=1.[NH2:19][C:20]1[CH:21]=[CH:22][C:23]2[O:27][N:26]=[CH:25][C:24]=2[CH:28]=1.C([O-])(O)=O.[Na+]>ClCCl>[O:27]1[C:23]2[CH:22]=[CH:21][C:20]([NH:19][S:9]([C:3]3[CH:4]=[C:5]([Cl:8])[CH:6]=[CH:7][C:2]=3[Cl:1])(=[O:11])=[O:10])=[CH:28][C:24]=2[CH:25]=[N:26]1 |f:3.4|. Procedure: To a solution of 2,5-dichlorobenzenesulphonyl chloride (192 mg, 0.783 mmol), in dichloromethane (4 mL) was added pyridine (150 μL, 1.86 mmol) and the mixture was stirred under N2 for 5 min, after which time 5-amino-1,2-benzisoxazole (100 mg, 0.746 mmol) was added. The resulting mixture was stirred for 2 h at room temperature, then saturated NaHCO3 solution (10 mL) was added and the mixture was extracted into ethyl acetate (20 mL). The organic phase was washed with brine, dried (Na2SO4), filtered... Starting materials: CN(c1ccccc1)c1cn[nH]c(=O)c1Cl, [H][H], [Na+], [OH-], O. The product is CN(c1ccccc1)c1cn[nH]c(=O)c1. As a reaction SMILES: [Cl:1][c:2]1[c:3](=[O:16])[nH:4][n:5][cH:6][c:7]1[N:8]([c:9]1[cH:10][cH:11][cH:12][cH:13][cH:14]1)[CH3:15].[H:19][H:20].[Na+:18].[OH-:17].[OH2:21]>>[cH:2]1[c:3](=[O:16])[nH:4][n:5][cH:6][c:7]1[N:8]([c:9]1[cH:10][cH:11][cH:12][cH:13][cH:14]1)[CH3:15]. Starting materials: NC1=C(C(=O)NC2=CC=NC=C2)C=C(C=N1)Br (2-amino-5-bromo-N-pyridin-4-yl-nicotinamide), OCC1=CC=C(C=C1)B(O)O (4-(hydroxymethyl)-phenylboronic acid). The product is NC1=C(C(=O)NC2=CC=NC=C2)C=C(C=N1)C1=CC=C(C=C1)CO (2-Amino-5-(4-hydroxymethyl-phenyl)-N-pyridin-4-yl-nicotinamide). As a reaction SMILES: [NH2:1][C:2]1[N:16]=[CH:15][C:14](Br)=[CH:13][C:3]=1[C:4]([NH:6][C:7]1[CH:12]=[CH:11][N:10]=[CH:9][CH:8]=1)=[O:5].[OH:18][CH2:19][C:20]1[CH:25]=[CH:24][C:23](B(O)O)=[CH:22][CH:21]=1>>[NH2:1][C:2]1[N:16]=[CH:15][C:14]([C:23]2[CH:24]=[CH:25][C:20]([CH2:19][OH:18])=[CH:21][CH:22]=2)=[CH:13][C:3]=1[C:4]([NH:6][C:7]1[CH:12]=[CH:11][N:10]=[CH:9][CH:8]=1)=[O:5]. Procedure: Reaction of 2-amino-5-bromo-N-pyridin-4-yl-nicotinamide with 4-(hydroxymethyl)-phenylboronic acid; method 1: HPLC/MS: 1.12 min, [M+H]=321; The reactants are C(C1=CC=CC=C1)N1C(=NC(=C1C(=O)OCCC)C(=O)OCCC)COCCC (dipropyl 1-benzyl-2-propoxymethylimidazole-4,5-dicarboxylate), Cl (hydrochloride). The product is C(CC)OCC=1NC(=C(N1)C(=O)OCCC)C(=O)OCCC (Dipropyl 2-propoxymethylimidazole-4,5-dicarboxylate). Reaction SMILES: C([N:8]1[C:12]([C:13]([O:15][CH2:16][CH2:17][CH3:18])=[O:14])=[C:11]([C:19]([O:21][CH2:22][CH2:23][CH3:24])=[O:20])[N:10]=[C:9]1[CH2:25][O:26][CH2:27][CH2:28][CH3:29])C1C=CC=CC=1.Cl>>[CH2:27]([O:26][CH2:25][C:9]1[NH:10][C:11]([C:19]([O:21][CH2:22][CH2:23][CH3:24])=[O:20])=[C:12]([C:13]([O:15][CH2:16][CH2:17][CH3:18])=[O:14])[N:8]=1)[CH2:28][CH3:29]. Procedure: Following a procedure similar to that described in Preparation42(iv), but using 0.99 g of dipropyl 1-benzyl-2-propoxymethylimidazole-4,5-dicarboxylate [prepared as described in step (i) above] as the starting material, 0.83 g of the hydrochloride of the title compound was obtained as a syrup.